This data is from the Open Reaction Database (ORD), a public repository of structured organic reaction records. The task is: describe an organic reaction: reactants, conditions, products, and yield Reactants: COC1=CC=C(CN2CCC(CC2)O)C=C1 (1-(4-methoxybenzyl)piperidin-4-ol), C1(=CC=CC=C1)P(C1=CC=CC=C1)C1=CC=CC=C1 (triphenylphosphine), ClC=1C=C(C(=O)OC)C=CC1O (methyl 3-chloro-4-hydroxybenzoate), N(=NC(=O)OC(C)C)C(=O)OC(C)C (diisopropyl azodicarboxylate). Solvent: C1(=CC=CC=C1)C (toluene). Conditions: time 5 minute. Yields the product ClC=1C=C(C(=O)OC)C=CC1OC1CCN(CC1)CC1=CC=C(C=C1)OC (methyl 3-chloro-4-(1-(4-methoxybenzyl)piperidin-4-yloxy)benzoate). Yield: 8.6%. As a reaction SMILES: [CH3:1][O:2][C:3]1[CH:16]=[CH:15][C:6]([CH2:7][N:8]2[CH2:13][CH2:12][CH:11]([OH:14])[CH2:10][CH2:9]2)=[CH:5][CH:4]=1.C1(P(C2C=CC=CC=2)C2C=CC=CC=2)C=CC=CC=1.[Cl:36][C:37]1[CH:38]=[C:39]([CH:44]=[CH:45][C:46]=1O)[C:40]([O:42][CH3:43])=[O:41].N(C(OC(C)C)=O)=NC(OC(C)C)=O>C1(C)C=CC=CC=1>[Cl:36][C:37]1[CH:38]=[C:39]([CH:44]=[CH:45][C:46]=1[O:14][CH:11]1[CH2:10][CH2:9][N:8]([CH2:7][C:6]2[CH:5]=[CH:4][C:3]([O:2][CH3:1])=[CH:16][CH:15]=2)[CH2:13][CH2:12]1)[C:40]([O:42][CH3:43])=[O:41]. Procedure details: To a stirred solution of 1-(4-methoxybenzyl)piperidin-4-ol (0.33 g, 1.49 mmol) in toluene (10 mL) at room temperature was added triphenylphosphine (0.44 g, 1.67 mmol) and methyl 3-chloro-4-hydroxybenzoate (0.42 g, 2.25 mmol). The reaction was stirred at room temperature for 5 min. After this time, diisopropyl azodicarboxylate (0.33 g, 1.67 mmol) was added dropwise and the reaction was stirred at room temperature overnight. The mixture was concentrated under reduced pressure and the resulting res... Reactants: COC(=O)c1ccc(NC(=O)c2ccc3c(c2)C(C)(C)CCC3(C)C)cc1, CO, [K+], [OH-]. The product is CC1(C)CCC(C)(C)c2cc(C(=O)Nc3ccc(C(=O)O)cc3)ccc21. RXN SMILES: [CH3:1][C:2]1([CH3:27])[c:3]2[cH:4][cH:5][c:6]([C:14](=[O:15])[NH:16][c:17]3[cH:18][cH:19][c:20]([C:21](=[O:22])[O:23][CH3:24])[cH:25][cH:26]3)[cH:7][c:8]2[C:9]([CH3:12])([CH3:13])[CH2:10][CH2:11]1.[CH3:30][OH:31].[K+:29].[OH-:28]>>[CH3:1][C:2]1([CH3:27])[c:3]2[cH:4][cH:5][c:6]([C:14](=[O:15])[NH:16][c:17]3[cH:18][cH:19][c:20]([C:21](=[O:22])[OH:23])[cH:25][cH:26]3)[cH:7][c:8]2[C:9]([CH3:12])([CH3:13])[CH2:10][CH2:11]1.